This data is from the Open Reaction Database (ORD), a public repository of structured organic reaction records. The task is: describe an organic reaction: reactants, conditions, products, and yield Reactants: ClC=1C(=CC2=C(N(C(C(O2)(C)C)=O)C2=CC=C(C=C2)F)C1)[N+](=O)[O-] (6-chloro-4-(4-fluorophenyl)-2,2-dimethyl-7-nitro-2H-1,4-benzoxazin-3(4H)-one), C([O-])([O-])=O.[Cs+].[Cs+] (cesium carbonate), CO (methanol), C1(=CC=CC=C1)C (toluene). The reagents and catalysts are C(C)(=O)[O-].[Pd+2].C(C)(=O)[O-] (palladium acetate), C(C)(C)(C)P(C1=C(C2=CC=CC=C2C=C1)C1=CC=CC2=CC=CC=C12)C(C)(C)C (racemic 2-(di-tert-butylphosphino)-1,1′-binaphthyl). Run in O (water). Reaction conditions: temperature 70 celsius, time 26 hour. Product: FC1=CC=C(C=C1)N1C(C(OC2=C1C=C(C(=C2)[N+](=O)[O-])OC)(C)C)=O (4-(4-fluorophenyl)-6-methoxy-2,2-dimethyl-7-nitro-2H-1,4-benzoxazin-3(4H)-one). The yield is 37.2%. As a reaction SMILES: Cl[C:2]1[C:3]([N+:22]([O-:24])=[O:23])=[CH:4][C:5]2[O:10][C:9]([CH3:12])([CH3:11])[C:8](=[O:13])[N:7]([C:14]3[CH:19]=[CH:18][C:17]([F:20])=[CH:16][CH:15]=3)[C:6]=2[CH:21]=1.[C:25](=O)([O-])[O-:26].[Cs+].[Cs+].CO.C1(C)C=CC=CC=1>C([O-])(=O)C.[Pd+2].C([O-])(=O)C.C(P(C(C)(C)C)C1C=CC2C(=CC=CC=2)C=1C1C2C(=CC=CC=2)C=CC=1)(C)(C)C.O>[F:20][C:17]1[CH:18]=[CH:19][C:14]([N:7]2[C:6]3[CH:21]=[C:2]([O:26][CH3:25])[C:3]([N+:22]([O-:24])=[O:23])=[CH:4][C:5]=3[O:10][C:9]([CH3:12])([CH3:11])[C:8]2=[O:13])=[CH:15][CH:16]=1 |f:1.2.3,6.7.8|. Reported procedure: A mixture of 6-chloro-4-(4-fluorophenyl)-2,2-dimethyl-7-nitro-2H-1,4-benzoxazin-3(4H)-one (compound obtained in Reference Example 50(2); 400 mg), palladium acetate (5.1 mg), racemic 2-(di-tert-butylphosphino)-1,1′-binaphthyl (11.4 mg), cesium carbonate (557 mg), methanol (1 mL) and toluene (4 mL) was stirred at 70° C. under argon atmosphere for 26 hours. After cooling, to the reaction mixture was added water, and the mixture was extracted with ethyl acetate. The organic layer was washed with bri... Starting materials: COC(=O)CCCCCNC(=O)c1c(C)[nH]c(C=NN=C2C(=O)Nc3ccc(F)cc32)c1C, CO, Cl, [Li+], [OH-], O. Yields the product Cc1[nH]c(C=NN=C2C(=O)Nc3ccc(F)cc32)c(C)c1C(=O)NCCCCCC(=O)O. Reaction SMILES: [CH3:1][O:2][C:3]([CH2:4][CH2:5][CH2:6][CH2:7][CH2:8][NH:9][C:10](=[O:11])[c:12]1[c:13]([CH3:32])[nH:14][c:15]([CH:18]=[N:19][N:20]=[C:21]2[C:22](=[O:31])[NH:23][c:24]3[cH:25][cH:26][c:27]([F:30])[cH:28][c:29]32)[c:16]1[CH3:17])=[O:33].[CH3:34][OH:35].[ClH:38].[Li+:37].[OH-:36].[OH2:39]>>[O:2]=[C:3]([CH2:4][CH2:5][CH2:6][CH2:7][CH2:8][NH:9][C:10](=[O:11])[c:12]1[c:13]([CH3:32])[nH:14][c:15]([CH:18]=[N:19][N:20]=[C:21]2[C:22](=[O:31])[NH:23][c:24]3[cH:25][cH:26][c:27]([F:30])[cH:28][c:29]32)[c:16]1[CH3:17])[OH:33]. Starting materials: CC(C)(C)OC(=O)N1CCC(CCOc2ccc(C=O)cc2)CC1, CO, Cl, Cl, NO, [Na+], [OH-]. Product: CC(C)(C)OC(=O)N1CCC(CCOc2ccc(C=NO)cc2)CC1. RXN SMILES: [C:1]([CH3:2])([CH3:3])([CH3:4])[O:5][C:6](=[O:7])[N:8]1[CH2:9][CH2:10][CH:11]([CH2:14][CH2:15][O:16][c:17]2[cH:18][cH:19][c:20]([CH:21]=[O:22])[cH:23][cH:24]2)[CH2:12][CH2:13]1.[CH3:31][OH:32].[ClH:25].[ClH:30].[NH2:26][OH:27].[Na+:29].[OH-:28]>>[C:1]([CH3:2])([CH3:3])([CH3:4])[O:5][C:6](=[O:7])[N:8]1[CH2:9][CH2:10][CH:11]([CH2:14][CH2:15][O:16][c:17]2[cH:18][cH:19][c:20]([CH:21]=[N:26][OH:27])[cH:23][cH:24]2)[CH2:12][CH2:13]1. The reactants are Cc1cc(C)nc(O)n1, O=P(Cl)(Cl)Cl. The product is Cc1cc(C)nc(Cl)n1. Reaction SMILES: [CH3:1][c:2]1[n:3][c:4]([OH:9])[n:5][c:6]([CH3:8])[cH:7]1.[P:10]([Cl:11])([Cl:12])([Cl:13])=[O:14]>>[CH3:1][c:2]1[n:3][c:4]([Cl:12])[n:5][c:6]([CH3:8])[cH:7]1. Starting materials: CC1NC2=CC=CC=C2C1 (2-methylindoline), CN=C=O (methyl isocyanate). Solvent: C1(=CC=CC=C1)C (toluene). Conditions: time 1 day. Yields the product CNC(=O)N1C(CC2=CC=CC=C12)C (N-Methylaminocarbonyl-2-methylindoline). Isolated yield 89.0%. As a reaction SMILES: [CH3:1][CH:2]1[CH2:10][C:9]2[C:4](=[CH:5][CH:6]=[CH:7][CH:8]=2)[NH:3]1.[CH3:11][N:12]=[C:13]=[O:14]>C1(C)C=CC=CC=1>[CH3:11][NH:12][C:13]([N:3]1[C:4]2[C:9](=[CH:8][CH:7]=[CH:6][CH:5]=2)[CH2:10][CH:2]1[CH3:1])=[O:14]. Reported procedure: 1 mole of 2-methylindoline is dissolved in 300 ml of toluene and 1 mole of methyl isocyanate is added, the temperature not rising above 25° C. The mixture is left to stand for 1 day and the resulting precipitate is then filtered off. N-Methylaminocarbonyl-2-methylindoline with a melting point of 158°-160° C. is obtained. Yield: 89% of theory. Starting materials: C(C)C1=CC=C2COC(C2=C1)=O (6-ethyl-3H-isobenzofuran-1-one), C(C)B(CC)CC (triethyl borane), ClC1=CC=C(C=C1)S(=O)(=O)CC1=CC=C(C(=C1C(=O)OCC)OC)Br (ethyl 6-(4-chlorobenzenesulphonylmethyl)-3-bromo-2-methoxybenzoate), ClC1=CC=C(C=C1)S(=O)(=O)CC1=CC=C(C(=C1C(=O)OCC)OC)Br (ethyl 6-(4-chlorobenzenesulphonylmethyl)-3-bromo-2-methoxybenzoate). Product: ClC1=CC=C(C=C1)S(=O)(=O)CC1=CC=C(C(=C1C(=O)OCC)OC)CC (Ethyl 6-(4-chlorobenzenesulphonylmethyl)-3-ethyl-2-methoxybenzoate). As a reaction SMILES: [CH2:1](C1C=C2C(COC2=O)=CC=1)[CH3:2].[Cl:13][C:14]1[CH:19]=[CH:18][C:17]([S:20]([CH2:23][C:24]2[C:29]([C:30]([O:32][CH2:33][CH3:34])=[O:31])=[C:28]([O:35][CH3:36])[C:27](Br)=[CH:26][CH:25]=2)(=[O:22])=[O:21])=[CH:16][CH:15]=1.C(B(CC)CC)C>>[Cl:13][C:14]1[CH:19]=[CH:18][C:17]([S:20]([CH2:23][C:24]2[C:29]([C:30]([O:32][CH2:33][CH3:34])=[O:31])=[C:28]([O:35][CH3:36])[C:27]([CH2:1][CH3:2])=[CH:26][CH:25]=2)(=[O:22])=[O:21])=[CH:16][CH:15]=1. Reported procedure: Prepared by proceeding in a similar manner to Intermediate 18, starting from ethyl 6-(4-chlorobenzenesulphonylmethyl)-3-bromo-2-methoxybenzoate (Intermediate 84) and triethyl borane. Reactants: OC1=NC(=NC=C1NC(CC=1C=C(C=CC1)P(OCC)(OCC)=O)=O)C=1N=NC=CC1 (Diethyl 3-(2-(4-hydroxy-2-(pyridazin-3-yl)pyrimidin-5-ylamino)-2-oxoethyl)phenyl-phosphonate), C[Si](C)(C)Br (TMSBr), solid. Solvent: C(Cl)Cl (DCM). Conditions: temperature 30 celsius, time 8 hour. The product is OC1=NC(=NC=C1NC(CC=1C=C(C=CC1)P(O)(O)=O)=O)C=1N=NC=CC1 (3-(2-(4-hydroxy-2-(pyridazin-3-yl)pyrimidin-5-ylamino)-2-oxoethyl)phenyl phosphonic acid). Reaction SMILES: [OH:1][C:2]1[C:7]([NH:8][C:9](=[O:25])[CH2:10][C:11]2[CH:12]=[C:13]([P:17](=[O:24])([O:21]CC)[O:18]CC)[CH:14]=[CH:15][CH:16]=2)=[CH:6][N:5]=[C:4]([C:26]2[N:27]=[N:28][CH:29]=[CH:30][CH:31]=2)[N:3]=1.C[Si](Br)(C)C>C(Cl)Cl>[OH:1][C:2]1[C:7]([NH:8][C:9](=[O:25])[CH2:10][C:11]2[CH:12]=[C:13]([P:17](=[O:18])([OH:24])[OH:21])[CH:14]=[CH:15][CH:16]=2)=[CH:6][N:5]=[C:4]([C:26]2[N:27]=[N:28][CH:29]=[CH:30][CH:31]=2)[N:3]=1. Reported procedure: A solution of diethyl 3-(2-(4-hydroxy-2-(pyridazin-3-yl)pyrimidin-5-ylamino)-2-oxoethyl)phenyl-phosphonate (35i, 280 mg, 0.63 mmol) in DCM (20 mL) was added with TMSBr (1.9 g, 12.6 mmol) and stirred at 30° C. for overnight. The reaction mixture was concentrated in vacuum. The residue was added with MeOH (50 mL), stirred for 20 min, and concentrated. The residue was added with water (20 mL) and MeCN (0.5 mL). The solids were filtered to afford the pure product, 35-1, as a white solid (70 mg, 29%)... Reactants: NCCCCN (1,4-diaminobutane), C(C(=O)OCC)(=O)OCC (diethyl oxalate). Solvent: C(C)O (ethanol), C(C)O (ethanol). Conditions: time 48 hour. Yields the product C(C)OC(C(=O)NCCCCNC(C(=O)O)=O)=O (butylene-bis-oxamic acid ethyl ester). As a reaction SMILES: [NH2:1][CH2:2][CH2:3][CH2:4][CH2:5][NH2:6].[C:7]([O:14][CH2:15][CH3:16])(=[O:13])[C:8]([O:10]CC)=O>C(O)C>[CH2:15]([O:14][C:7](=[O:13])[C:8]([NH:1][CH2:2][CH2:3][CH2:4][CH2:5][NH:6][C:8](=[O:10])[C:7]([OH:14])=[O:13])=[O:10])[CH3:16]. Procedure details: A solution of 1,4-diaminobutane (88.2 grams) in 100 mL ethanol was added to ice cooled diethyl oxalate (1461 grams) in ethanol (1400 mL) over 40 minutes, maintaining the internal temperature below 8° C. The reaction was allowed to gradually warm to ambient temperature, and after 48 hours, the crude solids (168 grams) were collected by filtration. The product (22 grams) was purified by flash column chromatography (EtOAc as the eluent) and then boiled in MTBE (200 mL) to obtain butylene-bis-oxamic... The reactants are C1CCOC1, CO, COC(=O)C1=C(C)NC(=O)CC1c1ccc(Cl)cc1, [Na+], [OH-], O. The product is CC1=C(C(=O)O)C(c2ccc(Cl)cc2)CC(=O)N1. Reaction SMILES: [CH2:20]1[O:21][CH2:22][CH2:23][CH2:24]1.[CH3:27][OH:28].[Cl:1][c:2]1[cH:3][cH:4][c:5]([CH:8]2[C:9]([C:16](=[O:17])[O:18][CH3:19])=[C:10]([CH3:15])[NH:11][C:12](=[O:14])[CH2:13]2)[cH:6][cH:7]1.[Na+:26].[OH-:25].[OH2:29]>>[Cl:1][c:2]1[cH:3][cH:4][c:5]([CH:8]2[C:9]([C:16](=[O:17])[OH:18])=[C:10]([CH3:15])[NH:11][C:12](=[O:14])[CH2:13]2)[cH:6][cH:7]1.